This data is from the Open Reaction Database (ORD), a public repository of structured organic reaction records. The task is: describe an organic reaction: reactants, conditions, products, and yield Reactants: Cl (HCl), COC1=C2CCCC(C2=CC=C1)=O (5-methoxy-1-tetralone), NH4OAc, [BH3-]C#N.[Na+] (NaBH3CN). Run in CO (MeOH). Yields the product Cl.NC1C=2C=CC=C(C2CCC1)OC (5-Amino-1-methoxy-5,6,7,8-tetrahydro-naphthalene hydrochloride). The yield is 79.0%. RXN SMILES: [CH3:1][O:2][C:3]1[CH:12]=[CH:11][CH:10]=[C:9]2[C:4]=1[CH2:5][CH2:6][CH2:7][C:8]2=O.[BH3-]C#[N:16].[Na+].[ClH:18]>CO>[ClH:18].[NH2:16][CH:8]1[CH2:7][CH2:6][CH2:5][C:4]2[C:3]([O:2][CH3:1])=[CH:12][CH:11]=[CH:10][C:9]1=2 |f:1.2,5.6|. Procedure: 50 mmol of 5-methoxy-1-tetralone, 0.5 mol of NH4OAc and 35 mmol of NaBH3CN are stirred in 150 ml of absolute MeOH at room temperature for 24 hours. The mixture is acidified to pH 2 with concentrated HCl and evaporated, the residue is taken up in 50 ml of H2O and the mixture is extracted by shaking 2-3×with ether. Any precipitates which arise are filtered off and combined with the H2O phase. The H2O phase is brought to pH 10 with solid KOH, saturated with NaCl and extracted by shaking 3×with ethy...